Dataset: the Open Reaction Database (ORD), a public repository of structured organic reaction records. Task: describe an organic reaction: reactants, conditions, products, and yield Starting materials: COC(=O)c1ccc(CS(=O)(=O)c2cccnc2)cc1-c1ccccc1, COC(=O)C(N)CCSC. Yields the product COC(=O)C(CCSC)NC(=O)c1ccc(CS(=O)(=O)c2cccnc2)cc1-c1ccccc1. As a reaction SMILES: [CH3:1][O:2][C:3]([c:4]1[c:5](-[c:20]2[cH:21][cH:22][cH:23][cH:24][cH:25]2)[cH:6][c:7]([CH2:10][S:11](=[O:12])(=[O:13])[c:14]2[cH:15][n:16][cH:17][cH:18][cH:19]2)[cH:8][cH:9]1)=[O:26].[CH3:27][O:28][C:29]([CH:30]([NH2:31])[CH2:32][CH2:33][S:34][CH3:35])=[O:36]>>[O:2]=[C:3]([c:4]1[c:5](-[c:20]2[cH:21][cH:22][cH:23][cH:24][cH:25]2)[cH:6][c:7]([CH2:10][S:11](=[O:12])(=[O:13])[c:14]2[cH:15][n:16][cH:17][cH:18][cH:19]2)[cH:8][cH:9]1)[NH:31][CH:30]([C:29]([O:28][CH3:27])=[O:36])[CH2:32][CH2:33][S:34][CH3:35]. Starting materials: ClC1=CC(=C(C(=C1)C)O)C (4-Chloro-2,6-dimethylphenol), BrCC#N (bromoacetonitrile), C([O-])([O-])=O.[K+].[K+] (potassium carbonate). The solvent is CC(=O)C (acetone). Product: ClC1=CC(=C(OCC#N)C(=C1)C)C ((4-Chloro-2,6-dimethyl-phenoxy)-acetonitrile). RXN SMILES: [Cl:1][C:2]1[CH:7]=[C:6]([CH3:8])[C:5]([OH:9])=[C:4]([CH3:10])[CH:3]=1.Br[CH2:12][C:13]#[N:14].C(=O)([O-])[O-].[K+].[K+]>CC(C)=O>[Cl:1][C:2]1[CH:7]=[C:6]([CH3:8])[C:5]([O:9][CH2:12][C:13]#[N:14])=[C:4]([CH3:10])[CH:3]=1 |f:2.3.4|. Reported procedure: 4-Chloro-2,6-dimethylphenol (5.0 g, 32 mmol), bromoacetonitrile (2.2 mL, 32 mmol) and potassium carbonate (6.6 g, 48 mmol) are combined with acetone (50 mL) and heated at reflux for 18 h. The reaction is filtered, concentrated and the residue partitioned between dichloromethane and water. The organic phase is washed with 1N HCl and water and is then dried over magnesium sulfate, concentrated and purified by column chromatography (silica, 10% ethyl acetate in hexanes) to provide the title compoun... Starting materials: BrC1=CC(=C(C(=O)OC)C=C1)C (methyl 4-bromo-2-methylbenzoate), C(=O)([O-])[O-].[Cs+].[Cs+] (Cs2CO3), CN1CCNCC1 (N-methyl piperazine). The reagents and catalysts are CC1(C2=C(C(=CC=C2)P(C3=CC=CC=C3)C4=CC=CC=C4)OC5=C(C=CC=C51)P(C6=CC=CC=C6)C7=CC=CC=C7)C (Xantphos), C(C)(=O)[O-].[Pd+2].C(C)(=O)[O-] (Palladium(II) acetate). The solvent is O1CCOCC1 (Dioxane). Conditions: temperature 100 celsius. Product: CC1=C(C(=O)OC)C=CC(=C1)N1CCN(CC1)C (methyl 2-methyl-4-(4-methylpiperazin-1-yl)benzoate). Yield: 88.7%. RXN SMILES: Br[C:2]1[CH:11]=[CH:10][C:5]([C:6]([O:8][CH3:9])=[O:7])=[C:4]([CH3:12])[CH:3]=1.C([O-])([O-])=O.[Cs+].[Cs+].[CH3:19][N:20]1[CH2:25][CH2:24][NH:23][CH2:22][CH2:21]1>C([O-])(=O)C.[Pd+2].C([O-])(=O)C.CC1(C)C2C(=C(P(C3C=CC=CC=3)C3C=CC=CC=3)C=CC=2)OC2C(P(C3C=CC=CC=3)C3C=CC=CC=3)=CC=CC1=2.O1CCOCC1>[CH3:12][C:4]1[CH:3]=[C:2]([N:23]2[CH2:24][CH2:25][N:20]([CH3:19])[CH2:21][CH2:22]2)[CH:11]=[CH:10][C:5]=1[C:6]([O:8][CH3:9])=[O:7] |f:1.2.3,5.6.7|. Reported procedure: In a pressure vessel was added methyl 4-bromo-2-methylbenzoate (500 mg, 2.18 mmol), Dioxane (5.0 mL), Cs2CO3 (1.4 g, 4.36 mmol), and Xantphos (92.0 mg, 0.16 mmol). The mixture was stirred and nitrogen was bubbled into the reaction for 5 min before adding in Palladium(II) acetate (58 mg, 0.08 mmol), and commercially available N-methyl piperazine (0.26 mL, 2.62 mmol). The vessel was then sealed and heated to 100° C. overnight. The reaction was cooled and filtered through celite. The supernatant wa...